This data is from the Open Reaction Database (ORD), a public repository of structured organic reaction records. The task is: describe an organic reaction: reactants, conditions, products, and yield Reactants: CCc1cc(C(=O)O)nn1C, C1CCOC1, [Cl-], Nc1cccc(C(=O)c2ccc3c(c2)NC(=O)C3)c1, O=S(Cl)Cl. The product is CCc1cc(C(=O)Nc2cccc(C(=O)c3ccc4c(c3)NC(=O)C4)c2)nn1C. Reaction SMILES: [CH2:1]([CH3:2])[c:3]1[cH:4][c:5]([C:9](=[O:10])[OH:11])[n:6][n:7]1[CH3:8].[CH2:36]1[O:37][CH2:38][CH2:39][CH2:40]1.[Cl-:35].[NH2:16][c:17]1[cH:18][c:19]([C:20](=[O:21])[c:22]2[cH:23][cH:24][c:25]3[c:29]([cH:30]2)[NH:28][C:27](=[O:31])[CH2:26]3)[cH:32][cH:33][cH:34]1.[S:12]([Cl:13])([Cl:14])=[O:15]>>[CH2:1]([CH3:2])[c:3]1[cH:4][c:5]([C:9](=[O:11])[NH:16][c:17]2[cH:18][c:19]([C:20](=[O:21])[c:22]3[cH:23][cH:24][c:25]4[c:29]([cH:30]3)[NH:28][C:27](=[O:31])[CH2:26]4)[cH:32][cH:33][cH:34]2)[n:6][n:7]1[CH3:8].